From a dataset of the Open Reaction Database (ORD), a public repository of structured organic reaction records. describe an organic reaction: reactants, conditions, products, and yield The reactants are CN, CC(C)C(NS(=O)(=O)c1ccc(CCCCN2C(=O)c3ccccc3C2=O)cc1)C(N)=O. Product: CC(C)C(NS(=O)(=O)c1ccc(CCCCN)cc1)C(N)=O. As a reaction SMILES: [CH3:33][NH2:34].[O:1]=[C:2]1[N:3]([CH2:12][CH2:13][CH2:14][CH2:15][c:16]2[cH:17][cH:18][c:19]([S:22](=[O:23])(=[O:24])[NH:25][CH:26]([C:27](=[O:28])[NH2:29])[CH:30]([CH3:31])[CH3:32])[cH:20][cH:21]2)[C:10](=[O:11])[c:5]2[c:4]1[cH:9][cH:8][cH:7][cH:6]2>>[NH2:3][CH2:12][CH2:13][CH2:14][CH2:15][c:16]1[cH:17][cH:18][c:19]([S:22](=[O:23])(=[O:24])[NH:25][CH:26]([C:27](=[O:28])[NH2:29])[CH:30]([CH3:31])[CH3:32])[cH:20][cH:21]1. Starting materials: ClCCCCCOC1=C(C=CC=C1)/C=C/C(CCC1=CC=C(C(=O)OC)C=C1)CC1=CC=C(C=C1)C(=O)OC (Methyl 4-{(4E)-5-{2-[(5-chloropentyl)oxy]phenyl}-3-[4-(methoxycarbonyl)benzyl]pent-4-en-1-yl}benzoate), CC1C(NCCO1)=O (2-methylmorpholin-3-one), [H-].[Na+] (sodium hydride), ice, [Cl-].[NH4+] (ammonium chloride). The solvent is CN(C)C=O (DMF), CN(C)C=O (DMF). Reaction conditions: time 45 minute. Product: COC(=O)C1=CC=C(CC(CCC2=CC=C(C(=O)OC)C=C2)\C=C\C2=C(C=CC=C2)OCCCCCN2C(C(OCC2)C)=O)C=C1 (Methyl 4-[(4E)-3-[4-(methoxycarbonyl)benzyl]-5-(2-{[5-(2-methyl-3-oxomorpholin-4-yl)pentyl]-oxy}phenyl)pent-4-en-1-yl]benzoate). Reaction SMILES: [CH3:1][CH:2]1[O:7][CH2:6][CH2:5][NH:4][C:3]1=[O:8].[H-].[Na+].Cl[CH2:12][CH2:13][CH2:14][CH2:15][CH2:16][O:17][C:18]1[CH:23]=[CH:22][CH:21]=[CH:20][C:19]=1/[CH:24]=[CH:25]/[CH:26]([CH2:39][C:40]1[CH:45]=[CH:44][C:43]([C:46]([O:48][CH3:49])=[O:47])=[CH:42][CH:41]=1)[CH2:27][CH2:28][C:29]1[CH:38]=[CH:37][C:32]([C:33]([O:35][CH3:36])=[O:34])=[CH:31][CH:30]=1.[Cl-].[NH4+]>CN(C=O)C>[CH3:49][O:48][C:46]([C:43]1[CH:42]=[CH:41][C:40]([CH2:39][CH:26](/[CH:25]=[CH:24]/[C:19]2[CH:20]=[CH:21][CH:22]=[CH:23][C:18]=2[O:17][CH2:16][CH2:15][CH2:14][CH2:13][CH2:12][N:4]2[CH2:5][CH2:6][O:7][CH:2]([CH3:1])[C:3]2=[O:8])[CH2:27][CH2:28][C:29]2[CH:38]=[CH:37][C:32]([C:33]([O:35][CH3:36])=[O:34])=[CH:31][CH:30]=2)=[CH:45][CH:44]=1)=[O:47] |f:1.2,4.5|. Reported procedure: A solution of 66 mg (0.57 mmol) of 2-methylmorpholin-3-one [CAS Reg. No. 100636-23-5] is initially charged in 4.5 ml of dry DMF, and 23.6 mg (0.196 mmol) of sodium hydride (60% in paraffin oil) are added. The mixture is stirred at room temperature for 45 min. The reaction solution is then cooled to 0° C. and a solution of 90 mg (0.163 mmol) of methyl 4-{(4E)-5-{2-[(5-chloropentyl)oxy]phenyl}-3-[4-(methoxycarbonyl)benzyl]pent-4-en-1-yl}benzoate (racemate; Example 32A) in 1.5 ml of dry DMF is adde... Starting materials: C=CCN1CC(C)N(C(c2ccc(C(=O)NC(Cc3ccccc3)C(=O)NC(CC(C)C)C(=O)OC(C)(C)C)cc2)c2cccc(O[Si](C)(C)C(C)(C)C)c2)CC1C, CC[N+](CC)(CC)CC, CC#N, [F-], O. The product is C=CCN1CC(C)N(C(c2ccc(C(=O)NC(Cc3ccccc3)C(=O)NC(CC(C)C)C(=O)OC(C)(C)C)cc2)c2cccc(O)c2)CC1C. RXN SMILES: [CH2:1]([CH:2]=[CH2:3])[N:4]1[CH2:5][CH:6]([CH3:58])[N:7]([CH:11]([c:12]2[cH:13][c:14]([O:18][Si:19]([C:20]([CH3:21])([CH3:22])[CH3:23])([CH3:24])[CH3:25])[cH:15][cH:16][cH:17]2)[c:26]2[cH:27][cH:28][c:29]([C:30](=[O:31])[NH:32][CH:33]([CH2:34][c:35]3[cH:36][cH:37][cH:38][cH:39][cH:40]3)[C:41](=[O:42])[NH:43][CH:44]([CH2:45][CH:46]([CH3:47])[CH3:48])[C:49](=[O:50])[O:51][C:52]([CH3:53])([CH3:54])[CH3:55])[cH:56][cH:57]2)[CH2:8][CH:9]1[CH3:10].[CH2:61]([N+:62]([CH2:63][CH3:64])([CH2:65][CH3:66])[CH2:67][CH3:68])[CH3:69].[CH3:70][C:71]#[N:72].[F-:60].[OH2:59]>>[CH2:1]([CH:2]=[CH2:3])[N:4]1[CH2:5][CH:6]([CH3:58])[N:7]([CH:11]([c:12]2[cH:13][c:14]([OH:18])[cH:15][cH:16][cH:17]2)[c:26]2[cH:27][cH:28][c:29]([C:30](=[O:31])[NH:32][CH:33]([CH2:34][c:35]3[cH:36][cH:37][cH:38][cH:39][cH:40]3)[C:41](=[O:42])[NH:43][CH:44]([CH2:45][CH:46]([CH3:47])[CH3:48])[C:49](=[O:50])[O:51][C:52]([CH3:53])([CH3:54])[CH3:55])[cH:56][cH:57]2)[CH2:8][CH:9]1[CH3:10]. Reaction SMILES: I.[S:2]1[C:6]2[CH2:7][C:8]3[CH:9]=[CH:10][CH:11]=[CH:12][C:13]=3[C:5]=2[N:4]=[C:3]1[NH2:14]>[OH-].[Na+]>[S:2]1[C:6]2[CH2:7][C:8]3[CH:9]=[CH:10][CH:11]=[CH:12][C:13]=3[C:5]=2[N:4]=[C:3]1[NH2:14] |f:0.1,2.3|. Procedure: Indeno[1,2-d]thiazol-2-ylamine hydroiodide 1a (9.13 g) was stirred with 100 mL of 1N sodium hydroxide for 1 hour at room temperature then filtered. The solid was washed with water (3×20 mL) and then allowed to air dry to provide 5.30 g of 8H-Indeno[1,2-d]thiazol-2-ylamine 1b. The yield is 97.5%. Solvent: [OH-].[Na+] (sodium hydroxide). Product: S1C(=NC2=C1CC=1C=CC=CC12)N (8H-Indeno[1,2-d]thiazol-2-ylamine). Starting materials: I.S1C(=NC2=C1CC=1C=CC=CC12)N (8H-Indeno[1,2-d]thiazol-2-ylamine hydroiodide). Reactants: C(C)(=O)N1C=C(C2=CC(=C(C=C12)OCC1=CC=CC=C1)C(CBr)=O)C (1-(1-acetyl-6-benzyloxy-3-methyl-1H-indol-5-yl)-2-bromo-ethanone), C(=O)([O-])[O-].[K+].[K+] (K2CO3), C(=O)(OCC1=CC=CC=C1)N1CCCCC1 (Cbz-piperidine), CN(C)C=O (DMF). Yields the product C(C1=CC=CC=C1)OC(=O)N1CCN(CC1)CC(=O)C=1C=C2C(=CNC2=CC1OCC1=CC=CC=C1)C (4-[2-(6-Benzyloxy-3-methyl-1H-indol-5-yl)-2-oxo-ethyl]-piperazine-1-carboxylic acid benzyl ester). Yield: 17.0%. As a reaction SMILES: C([N:4]1[C:12]2[C:7](=[CH:8][C:9]([C:21](=[O:24])[CH2:22]Br)=[C:10]([O:13][CH2:14][C:15]3[CH:20]=[CH:19][CH:18]=[CH:17][CH:16]=3)[CH:11]=2)[C:6]([CH3:25])=[CH:5]1)(=O)C.C([O-])([O-])=O.[K+].[K+].[C:32]([N:42]1[CH2:47][CH2:46]C[CH2:44][CH2:43]1)([O:34][CH2:35][C:36]1[CH:41]=[CH:40][CH:39]=[CH:38][CH:37]=1)=[O:33].C[N:49](C=O)C>>[CH2:35]([O:34][C:32]([N:42]1[CH2:43][CH2:44][N:49]([CH2:22][C:21]([C:9]2[CH:8]=[C:7]3[C:12](=[CH:11][C:10]=2[O:13][CH2:14][C:15]2[CH:20]=[CH:19][CH:18]=[CH:17][CH:16]=2)[NH:4][CH:5]=[C:6]3[CH3:25])=[O:24])[CH2:46][CH2:47]1)=[O:33])[C:36]1[CH:37]=[CH:38][CH:39]=[CH:40][CH:41]=1 |f:1.2.3|. Procedure: Compound 1-(1-acetyl-6-benzyloxy-3-methyl-1H-indol-5-yl)-2-bromo-ethanone (0.039 g, 0.1 mmol), K2CO3 (0.019 g, 0.14 mmol) and Cbz-piperidine (0.026 ml, 0.1 mmol) was stirred in DMF (2 ml) at room temperature for 5 hours. The solvent was removed in vacuo and the residue redissolved in DCM and washed with water, brine, dried over MgSO4. Purification by column chromatography in hexane/EtOAc (3:2) afforded the product (0.008 g, 17%). LC/MS: RT=2.236 min. 498 (MH+).